describe an organic reaction: reactants, conditions, products, and yield From a dataset of the Open Reaction Database (ORD), a public repository of structured organic reaction records. Run at temperature 25 celsius, time 2 hour. Product: O=C(Cc1ccc2c(c1)C(=O)c1ccccc1CO2)NCc1ccc2c(c1)OCO2. Isolated yield 74.9%. The reagents and catalysts are [B-](F)(F)(F)F.CN(C)C(=[N+](C)C)ON1C(=O)C2C3CC(C2C1=O)C=C3 (TNTU), CCN(C(C)C)C(C)C (DIPEA). Reactants: O=C(O)Cc1ccc2c(c1)C(=O)c1ccccc1CO2, NCc1ccc2c(c1)OCO2. As a reaction SMILES: NCc1ccc2c(c1)OCO2.O=C(O)Cc1ccc2c(c1)C(=O)c1ccccc1CO2.[B-](F)(F)(F)F.CN(C)C(=[N+](C)C)ON1C(=O)C2C3CC(C2C1=O)C=C3.CCN(C(C)C)C(C)C.CN(C)C=O>>O=C(Cc1ccc2c(c1)C(=O)c1ccccc1CO2)NCc1ccc2c(c1)OCO2. Run in CN(C)C=O (DMF), CN(C)C=O (DMF), CN(C)C=O (DMF), CN(C)C=O (DMF), CN(C)C=O (DMF), CN(C)C=O (DMF). Starting materials: FC(CC[Mg]Br)(F)F ((3,3,3-trifluoropropyl)magnesium bromide), C(C)OCOC1=CC=C(C=C1)C(C)=O (1-(4-(ethoxymethoxy)phenyl)ethanone). Solvent: O1CCCC1 (tetrahydrofuran). Run at time 4 hour. Yields the product C(C)OCOC1=CC=C(C=C1)C(C)(C)O (2-(4-(ethoxymethoxy)phenyl)propan-2-ol). Yield: 96.0%. Reaction SMILES: F[C:2](F)(F)CC[Mg]Br.[CH2:9]([O:11][CH2:12][O:13][C:14]1[CH:19]=[CH:18][C:17]([C:20](=[O:22])[CH3:21])=[CH:16][CH:15]=1)[CH3:10]>O1CCCC1>[CH2:9]([O:11][CH2:12][O:13][C:14]1[CH:19]=[CH:18][C:17]([C:20]([OH:22])([CH3:2])[CH3:21])=[CH:16][CH:15]=1)[CH3:10]. Procedure details: In a 500 milliliter, three-necked oven-dried round bottom flask equipped with a magnetic stirrer and charged with 200 milliliters of 0.50 M (3,3,3-trifluoropropyl)magnesium bromide in tetrahydrofuran was added 19.4 grams (0.1 mole) of 1-(4-(ethoxymethoxy)phenyl)ethanone and the mixture was stirred at room temperature for 4 hours. The reaction was quenched by slowly pouring the mixture into 400 milliliters saturated ammonium chloride solution and extracting the product into 400 milliliters of eth... Reactants: Cl (hydrochloric acid), C(C)OC(=O)C1=C(N=C(S1)NC(=O)C1=CC=NC=C1)C=1OC=CC1 (N-(5-(Ethoxycarbonyl)-4-(2-furyl)thiazol-2-yl]pyridine-4-carboxamide), [Na] (sodium), [OH-] (hydroxide). Solvent: C1CCOC1 (THF), CO (methanol). Run at temperature 60 celsius, time 2 hour. Yields the product C(=O)(O)C1=C(N=C(S1)NC(=O)C1=CC=NC=C1)C=1OC=CC1 (N-[5-Carboxy-4-(2-furyl)thiazol-2-yl]pyridine-4-carboxamide). Isolated yield 53.2%. Reaction SMILES: C([O:3][C:4]([C:6]1[S:10][C:9]([NH:11][C:12]([C:14]2[CH:19]=[CH:18][N:17]=[CH:16][CH:15]=2)=[O:13])=[N:8][C:7]=1[C:20]1[O:21][CH:22]=[CH:23][CH:24]=1)=[O:5])C.[Na].[OH-].Cl>C1COCC1.CO>[C:4]([C:6]1[S:10][C:9]([NH:11][C:12]([C:14]2[CH:15]=[CH:16][N:17]=[CH:18][CH:19]=2)=[O:13])=[N:8][C:7]=1[C:20]1[O:21][CH:22]=[CH:23][CH:24]=1)([OH:5])=[O:3] |^1:24|. Reported procedure: Compound 24 (840 mg, 2.45 mmol) was dissolved in THF (5 mL) and methanol (5 mL), and a 4 mol/L aqueous sodium of hydroxide solution (3 mL) was added thereto, followed by stirring at 60° C. for 2 hours. The reaction mixture was allowed to cool down, and neutralized with 2 mol/L hydrochloric acid added thereto. The precipitated solid was collected by filtration to afford the entitled Compound 95 (411 mg, 53%). The reactants are CCCC[N+](CCCC)(CCCC)CCCC, C1CCOC1, [F-], CC(C)(C)[Si](Oc1cccc2c1CCCC2NCCc1nc(-c2ccccc2)c(-c2ccccc2)o1)(c1ccccc1)c1ccccc1. Yields the product Oc1cccc2c1CCCC2NCCc1nc(-c2ccccc2)c(-c2ccccc2)o1. Reaction SMILES: [CH2:50]([N+:51]([CH2:52][CH2:53][CH2:54][CH3:55])([CH2:56][CH2:57][CH2:58][CH3:59])[CH2:60][CH2:61][CH2:62][CH3:63])[CH2:64][CH2:65][CH3:66].[CH2:67]1[O:68][CH2:69][CH2:70][CH2:71]1.[F-:49].[c:1]1(-[c:7]2[n:8][c:9]([CH2:18][CH2:19][NH:20][CH:21]3[CH2:22][CH2:23][CH2:24][c:25]4[c:26]([O:31][Si:32]([C:33]([CH3:34])([CH3:35])[CH3:36])([c:37]5[cH:38][cH:39][cH:40][cH:41][cH:42]5)[c:43]5[cH:44][cH:45][cH:46][cH:47][cH:48]5)[cH:27][cH:28][cH:29][c:30]43)[o:10][c:11]2-[c:12]2[cH:13][cH:14][cH:15][cH:16][cH:17]2)[cH:2][cH:3][cH:4][cH:5][cH:6]1>>[c:1]1(-[c:7]2[n:8][c:9]([CH2:18][CH2:19][NH:20][CH:21]3[CH2:22][CH2:23][CH2:24][c:25]4[c:26]([OH:31])[cH:27][cH:28][cH:29][c:30]43)[o:10][c:11]2-[c:12]2[cH:13][cH:14][cH:15][cH:16][cH:17]2)[cH:2][cH:3][cH:4][cH:5][cH:6]1. Reactants: COC1=CC=C(C(=O)C2CCN(CC2)CC(=O)O)C=C1 (2-(4-(4-methoxybenzoyl)piperidin-1-yl)acetic acid), NCC=1NC(C2=C(N1)CCCCC2)=O (2-(aminomethyl)-6,7,8,9-tetrahydro-3H-cyclohepta[d]pyrimidin-4(5H)-one), C23H32N4O4. Yields the product COC1=CC=C(C(=O)C2CCN(CC2)CC(=O)NCC=2NC(C3=C(N2)CCCCC3)=O)C=C1 (2-(4-(4-Methoxybenzoyl)piperidin-1-yl)-N-((4-oxo-4,5,6,7,8,9-hexahydro-3H-cyclohepta[d]pyrimidin-2-yl)methyl)acetamide). The yield is 43.7%. Reaction SMILES: [CH3:1][O:2][C:3]1[CH:20]=[CH:19][C:6]([C:7]([CH:9]2[CH2:14][CH2:13][N:12]([CH2:15][C:16]([OH:18])=O)[CH2:11][CH2:10]2)=[O:8])=[CH:5][CH:4]=1.[NH2:21][CH2:22][C:23]1[NH:24][C:25](=[O:34])[C:26]2[CH2:33][CH2:32][CH2:31][CH2:30][CH2:29][C:27]=2[N:28]=1>>[CH3:1][O:2][C:3]1[CH:4]=[CH:5][C:6]([C:7]([CH:9]2[CH2:10][CH2:11][N:12]([CH2:15][C:16]([NH:21][CH2:22][C:23]3[NH:24][C:25](=[O:34])[C:26]4[CH2:33][CH2:32][CH2:31][CH2:30][CH2:29][C:27]=4[N:28]=3)=[O:18])[CH2:13][CH2:14]2)=[O:8])=[CH:19][CH:20]=1. Procedure details: The title compound (89 mg, 44% yield) was prepared following the general procedure of Example 1 from 2-(4-(4-methoxybenzoyl)piperidin-1-yl)acetic acid (124 mg, 0.45 mmol) and 2-(aminomethyl)-6,7,8,9-tetrahydro-3H-cyclohepta[d]pyrimidin-4(5H)-one (87 mg, 0.45 mmol). 1H NMR (400 MHz, CDC3) δ 11.36 (br. s., 1H), 8.01 (br. s., 1H), 7.83-7.89 (m, J=9.1 Hz, 2H), 6.85-6.91 (m, 2H), 4.30 (d, J=5.6 Hz, 2H), 3.81 (s, 3H), 3.12-3.29 (m, 1H), 2.97-3.12 (m, 2H), 2.92 (br. s., 2H), 2.55-2.83 (m, 4H), 2.30 (br... Reactants: CC#N, ClCc1ccc(Cl)nc1, [H-], [H][H], O=[N+]([O-])C=C1NCCS1, [Na+]. Yields the product O=[N+]([O-])C=C1SCCN1Cc1ccc(Cl)nc1. As a reaction SMILES: [CH3:23][C:24]#[N:25].[Cl:14][c:15]1[n:16][cH:17][c:18]([CH2:21][Cl:22])[cH:19][cH:20]1.[H-:10].[H:12][H:13].[N+:1](=[O:2])([O-:3])[CH:4]=[C:5]1[S:6][CH2:7][CH2:8][NH:9]1.[Na+:11]>>[N+:1](=[O:2])([O-:3])[CH:4]=[C:5]1[S:6][CH2:7][CH2:8][N:9]1[CH2:21][c:18]1[cH:17][n:16][c:15]([Cl:14])[cH:20][cH:19]1. Starting materials: BrCc1ccccc1, C1CCOC1, CCOC(C)=O, [H-], [Na+], CN(C)C=O, O, COC(=O)c1cc2ccc(O)cc2o1. Product: COC(=O)c1cc2ccc(OCc3ccccc3)cc2o1. As a reaction SMILES: [Br:22][CH2:23][c:24]1[cH:25][cH:26][cH:27][cH:28][cH:29]1.[CH2:30]1[O:31][CH2:32][CH2:33][CH2:34]1.[CH3:35][CH2:36][O:37][C:38]([CH3:39])=[O:40].[H-:16].[Na+:15].[O:17]=[CH:18][N:19]([CH3:20])[CH3:21].[OH2:41].[OH:1][c:2]1[cH:3][c:4]2[c:5]([cH:6][c:7]([C:9](=[O:10])[O:11][CH3:12])[o:8]2)[cH:13][cH:14]1>>[O:1]([c:2]1[cH:3][c:4]2[c:5]([cH:6][c:7]([C:9](=[O:10])[O:11][CH3:12])[o:8]2)[cH:13][cH:14]1)[CH2:23][c:24]1[cH:25][cH:26][cH:27][cH:28][cH:29]1. The reactants are CS(=O)(=O)Nn1c(=O)[nH]c2cc([N+](=O)[O-])c(F)cc2c1=O, O=C(Cc1c[nH]cn1)N1CCOCC1. Product: CS(=O)(=O)Nn1c(=O)[nH]c2cc([N+](=O)[O-])c(-n3cnc(CC(=O)N4CCOCC4)c3)cc2c1=O. Reaction SMILES: [F:1][c:2]1[cH:3][c:4]2[c:5](=[O:21])[n:6]([NH:16][S:17](=[O:18])(=[O:19])[CH3:20])[c:7](=[O:15])[nH:8][c:9]2[cH:10][c:11]1[N+:12](=[O:13])[O-:14].[nH:22]1[cH:23][n:24][c:25]([CH2:27][C:28](=[O:29])[N:30]2[CH2:31][CH2:32][O:33][CH2:34][CH2:35]2)[cH:26]1>>[c:2]1(-[n:22]2[cH:23][n:24][c:25]([CH2:27][C:28](=[O:29])[N:30]3[CH2:31][CH2:32][O:33][CH2:34][CH2:35]3)[cH:26]2)[cH:3][c:4]2[c:5](=[O:21])[n:6]([NH:16][S:17](=[O:18])(=[O:19])[CH3:20])[c:7](=[O:15])[nH:8][c:9]2[cH:10][c:11]1[N+:12](=[O:13])[O-:14].